This data is from the Open Reaction Database (ORD), a public repository of structured organic reaction records. The task is: describe an organic reaction: reactants, conditions, products, and yield Reactants: C(=O)OC (methyl formate), S(O)(O)(=O)=O (sulphuric acid), ClC(C1OC2=C(C(O1)C(Cl)(Cl)Cl)C=C(C=C2)C=O)(Cl)Cl (2,4-bis(trichloromethyl)benzo[1,3]dioxin-6-carboxaldehyde), [Cl-].[Al+3].[Cl-].[Cl-] (aluminium chloride), [H-].[Al+3].[Li+].[H-].[H-].[H-] (lithium aluminium hydride). Run in C(C)OCC (diethyl ether), petroleum ether, C(C)OCC (diethylether), C(C)OCC (diethyl ether). Run at time 2 hour. Product: C(=O)OCC=1C=CC2=C(C(OC(O2)C(Cl)(Cl)Cl)C(Cl)(Cl)Cl)C1 (6-formyloxymethyl-2,4-bis(trichloromethyl)benzo[1,3]dioxin). As a reaction SMILES: [Cl:1][C:2]([Cl:20])([Cl:19])[CH:3]1[O:8][CH:7]([C:9]([Cl:12])([Cl:11])[Cl:10])[C:6]2[CH:13]=[C:14]([CH:17]=[O:18])[CH:15]=[CH:16][C:5]=2[O:4]1.[Cl-].[Al+3].[Cl-].[Cl-].[H-].[Al+3].[Li+].[H-].[H-].[H-].[CH:31](OC)=[O:32].S(=O)(=O)(O)O>C(OCC)C>[CH:31]([O:18][CH2:17][C:14]1[CH:15]=[CH:16][C:5]2[O:4][CH:3]([C:2]([Cl:1])([Cl:19])[Cl:20])[O:8][CH:7]([C:9]([Cl:12])([Cl:10])[Cl:11])[C:6]=2[CH:13]=1)=[O:32] |f:1.2.3.4,5.6.7.8.9.10|. Reported procedure: A solution of 2,4-bis(trichloromethyl)benzo[1,3]dioxin-6-carboxaldehyde (1.0 g.) in diethylether (10 ml.) was added to a mixture of aluminium chloride (1.17 g.) and lithium aluminium hydride (0.95 g.) in diethyl ether (15 ml.). A vigorous reaction was observed during this addition, the mixture was stirred for 11/2 hours, and then a solution of methyl formate (5 ml.) in diethyl ether (20 ml.) was added at 0° C. The reaction mixture was allowed to reach ambient temperature, and 20% sulphuric acid ...